Dataset: the Open Reaction Database (ORD), a public repository of structured organic reaction records. Task: describe an organic reaction: reactants, conditions, products, and yield Starting materials: C1=CC=C(C=C1)CCN2C3=C(C=N2)C4=NC(=NN4C(=N3)N)C5=CC=CO5 ([3H]-SCH 58261), [3H]CCC([3H])N1C2=C(NC(=N2)C3CCCC3)C(=O)N(C1=O)C([3H])CC[3H] ([3H]-DPCPX), CCNC(=O)[C@@H]1[C@H]([C@H]([C@@H](O1)N2C=NC3=C2N=CN=C3N)O)O (NECA), compound, CCNC(=O)[C@@H]1[C@H]([C@H]([C@@H](O1)N2C=NC3=C2N=CN=C3N)O)O (NECA). Solvent: ligand. Reaction conditions: time 90 minute. Product: [C@@H]1([C@H](O)[C@H](O)[C@@H](CO)O1)N1C=NC=2C(N)=NC=NC12 (Adenosine). As a reaction SMILES: CCN[C:4]([C@H:6]1[O:10][C@@H:9]([N:11]2[C:15]3[N:16]=[CH:17][N:18]=[C:19]([NH2:20])[C:14]=3[N:13]=[CH:12]2)[C@H:8]([OH:21])[C@@H:7]1[OH:22])=[O:5].C1C=CC(CCN2N=CC3C4N(C(N)=NC2=3)N=C(C2OC=CC=2)N=4)=CC=1.[3H]CCC(N1C(=O)N(C(CC[3H])[3H])C(=O)C2NC(C3CCCC3)=NC1=2)[3H]>>[C@@H:9]1([N:11]2[C:15]3[N:16]=[CH:17][N:18]=[C:19]([NH2:20])[C:14]=3[N:13]=[CH:12]2)[O:10][C@H:6]([CH2:4][OH:5])[C@@H:7]([OH:22])[C@H:8]1[OH:21]. Reported procedure: Perform assays in deep well 96 well plates. Total assay volume is 200 μl. Add 50 μl compound dilution buffer (total ligand binding) or 50 μl CGS 15923 working solution (A2a non-specific binding) or 50 μl NECA working solution (A1 non-specific binding) or 50 μl of drug working solution. Add 50 μl ligand stock ([3H]-SCH 58261 for A2a, [3H]-DPCPX for A1). Add 100 μl of diluted membranes containing the appropriate receptor. Mix. Incubate at room temperature for 90 minutes. Harvest using a Brandel ce... The reactants are BrC=1C(=CC=2N(C1)C=C(N2)C2=CC=CC=C2)C(=O)OC (methyl 6-bromo-2-phenylimidazo[1,2-a]pyridine-7-carboxylate), [OH-].[K+] (potassium hydroxide), Cl (HCl). The solvent is CO (methanol). Run at time 2.5 hour. The product is BrC=1C(=CC=2N(C1)C=C(N2)C2=CC=CC=C2)C(=O)O (6-Bromo-2-phenylimidazo[1,2-a]pyridine-7-carboxylic acid). Yield: 73.7%. As a reaction SMILES: [Br:1][C:2]1[C:3]([C:17]([O:19]C)=[O:18])=[CH:4][C:5]2[N:6]([CH:8]=[C:9]([C:11]3[CH:16]=[CH:15][CH:14]=[CH:13][CH:12]=3)[N:10]=2)[CH:7]=1.[OH-].[K+].Cl>CO>[Br:1][C:2]1[C:3]([C:17]([OH:19])=[O:18])=[CH:4][C:5]2[N:6]([CH:8]=[C:9]([C:11]3[CH:16]=[CH:15][CH:14]=[CH:13][CH:12]=3)[N:10]=2)[CH:7]=1 |f:1.2|. Reported procedure: A 50 mL round bottomed flask was charged with methyl 6-bromo-2-phenylimidazo[1,2-a]pyridine-7-carboxylate (400 mg, 1.21 mmol) and suspended in methanol (12.1 mL). To that stirring solution was added 3.0M potassium hydroxide (0.805 mL, 2.42 mmol). The flask was fitted with a reflux condenser and placed in an oil bath preheated to 70° C. After 2.5 hours, LCMS showed clean and complete conversion of the starting material to a major peak with the desired mass (m/z=318 [M+H]+). The mixture was cooled...